This data is from the Open Reaction Database (ORD), a public repository of structured organic reaction records. The task is: describe an organic reaction: reactants, conditions, products, and yield Starting materials: ice water, C(C)(C)C(=O)C (methyl isopropyl ketone), ClC(C(=O)OC(C)(C)C)Cl (tert.butyl dichloroacetate), potassium tert.-butylate. Solvent: O1CCCC1 (tetrahydrofuran). Run at time 2 hour. Yields the product ClC1(C(=O)OC(C)(C)C)C(C)(C(C)C)O1 (tert.butyl 2-chloro-2,3-epoxy-3-isopropyl-butanoate). The yield is 98.2%. As a reaction SMILES: [CH:1]([C:4]([CH3:6])=[O:5])([CH3:3])[CH3:2].Cl[CH:8]([Cl:16])[C:9]([O:11][C:12]([CH3:15])([CH3:14])[CH3:13])=[O:10]>O1CCCC1>[Cl:16][C:8]1([O:5][C:4]1([CH:1]([CH3:3])[CH3:2])[CH3:6])[C:9]([O:11][C:12]([CH3:13])([CH3:14])[CH3:15])=[O:10]. Procedure details: A solution of 122 g of potassium tert.-butylate in 720 ml of tetrahydrofuran was added at -20° C. with stirring under an inert atmosphere to a mixture of 95 g of methyl isopropyl ketone and 185 g of tert.butyl dichloroacetate and after returning the temperature to room temperature, the mixture was stirred for 2 hours. The mixture was poured into ice water and the mixture was stirred and the organic phase was separated. The organic phase was washed with aqueous sodium chloride solution, dried ove... The reactants are ice, ClC1=NC(=CC(=C1)C1CCN(CC1)C(=O)OC(C)(C)C)N1CC(CC1)(F)F (tert-butyl 4-(2-chloro-6-(3,3-difluoropyrrolidin-1-yl)pyridin-4-yl)piperidine-1-carboxylate), FC(C(=O)O)(F)F (trifluoroacetic acid), O1CC(C1)=O (Oxetan-3-one), [Na] (sodium). Run in ClCCl (dichloromethane). Conditions: time 2 hour. Yields the product ClC1=NC(=CC(=C1)C1CCN(CC1)C1COC1)N1CC(CC1)(F)F (2-chloro-6-(3,3-difluoropyrrolidin-1-yl)-4-(1-(oxetan-3-yl)piperidin-4-yl)pyridine). Isolated yield 84.8%. RXN SMILES: [Cl:1][C:2]1[CH:7]=[C:6]([CH:8]2[CH2:13][CH2:12][N:11](C(OC(C)(C)C)=O)[CH2:10][CH2:9]2)[CH:5]=[C:4]([N:21]2[CH2:25][CH2:24][C:23]([F:27])([F:26])[CH2:22]2)[N:3]=1.FC(F)(F)C(O)=O.[O:35]1[CH2:38][C:37](=O)[CH2:36]1.[Na]>ClCCl>[Cl:1][C:2]1[CH:7]=[C:6]([CH:8]2[CH2:13][CH2:12][N:11]([CH:37]3[CH2:38][O:35][CH2:36]3)[CH2:10][CH2:9]2)[CH:5]=[C:4]([N:21]2[CH2:25][CH2:24][C:23]([F:26])([F:27])[CH2:22]2)[N:3]=1 |^1:39|. Reported procedure: To an ice-cooled solution of tert-butyl 4-(2-chloro-6-(3,3-difluoropyrrolidin-1-yl)pyridin-4-yl)piperidine-1-carboxylate (0.220 g, 0.547 mmol, 1 equiv) in dichloromethane (2 mL) was added trifluoroacetic acid (2 mL). After 2 h, the reaction mixture was concentrated in vacuo (25 mm Hg). The resulting residue was dissolved in dichloromethane (10 mL), and the solution was washed with saturated aqueous sodium bicarbonate solution (5 mL). The organic layer was dried over anhydrous sodium sulfate, fil... The reactants are CCO, COc1ccc(C(=O)OCCBr)c(Cl)c1OCCBr, Cl, [Na+], [OH-]. The product is COc1ccc(C(=O)O)c(Cl)c1OCCBr. As a reaction SMILES: [CH3:23][CH2:24][OH:25].[Cl:1][c:2]1[c:3]([C:4](=[O:5])[O:6][CH2:7][CH2:8][Br:9])[cH:10][cH:11][c:12]([O:18][CH3:19])[c:13]1[O:14][CH2:15][CH2:16][Br:17].[ClH:22].[Na+:21].[OH-:20]>>[Cl:1][c:2]1[c:3]([C:4](=[O:5])[OH:6])[cH:10][cH:11][c:12]([O:18][CH3:19])[c:13]1[O:14][CH2:15][CH2:16][Br:17]. Starting materials: C(C)(C)O (isopropanol), O([Na])C (NaOCH3), Cu2O, C(C)(C)(C)OO (tert.-butyl hydroperoxide), CC1=C(C(=CC=C1C)C)O (2,3,6-trimethylphenol). Run in CO (CH3OH), O (water). Reaction conditions: temperature 70 celsius. Yields the product CC=1C(C=C(C(C1C)=O)C)=O (2,3,5-trimethyl-p-benzoquinone). Isolated yield 99.7%. As a reaction SMILES: C(O)(C)C.[O:5]([CH3:7])[Na].[CH3:8][C:9]1[C:14](C)=[CH:13][CH:12]=[C:11]([CH3:16])[C:10]=1[OH:17].C(OO)(C)(C)C>CO.O>[CH3:13][C:14]1[C:7](=[O:5])[CH:12]=[C:11]([CH3:16])[C:10](=[O:17])[C:9]=1[CH3:8]. Procedure: 10 g of HCL gas were passed into 400 ml of isopropanol at room temperature, 4 g (0.028 mole) of Cu2O were added to the resulting solution, the mixture was heated at 70° C. and 75 liters/hour of air were passed in for 4 hours. Thereafter, 24 ml of a 30% strength solution of NaOCH3 in CH3OH were added at room temperature (a sample has a pH of 4.2 after water had been added), followed by the addition of 28 g (0.2 mole) of 2,3,6-trimethylphenol, the mixture was heated at 40° C. and 18 g (0.2 mole) o...